Dataset: the Open Reaction Database (ORD), a public repository of structured organic reaction records. Task: describe an organic reaction: reactants, conditions, products, and yield The reactants are FC1=C(C(=O)Cl)C=CC(=C1)C(F)(F)F (2-fluoro-4-trifluoromethylbenzoyl chloride), NC(C#N)(CN1N=C2C(=C(C=C(C2=C1)Cl)Cl)Cl)C (2-amino-2-methyl-3-(4,6,7-trichloro-2H-indazol-2-yl)propionitrile), TEA. Solvent: C1CCOC1 (THF), C1CCOC1 (THF). Yields the product C(#N)C(CN1N=C2C(=C(C=C(C2=C1)Cl)Cl)Cl)(C)NC(C1=C(C=C(C=C1)C(F)(F)F)F)=O (N-[1-Cyano-1-methyl-2-(4,6,7-trichloro-2H-indazol-2-yl)ethyl]-2-fluoro-4-trifluoromethylbenzamide), residue. Reaction SMILES: [F:1][C:2]1[CH:10]=[C:9]([C:11]([F:14])([F:13])[F:12])[CH:8]=[CH:7][C:3]=1[C:4](Cl)=[O:5].[NH2:15][C:16]([CH3:32])([CH2:19][N:20]1[CH:28]=[C:27]2[C:22]([C:23]([Cl:31])=[C:24]([Cl:30])[CH:25]=[C:26]2[Cl:29])=[N:21]1)[C:17]#[N:18]>C1COCC1>[C:17]([C:16]([NH:15][C:4](=[O:5])[C:3]1[CH:7]=[CH:8][C:9]([C:11]([F:14])([F:13])[F:12])=[CH:10][C:2]=1[F:1])([CH3:32])[CH2:19][N:20]1[CH:28]=[C:27]2[C:22]([C:23]([Cl:31])=[C:24]([Cl:30])[CH:25]=[C:26]2[Cl:29])=[N:21]1)#[N:18]. Procedure details: Using a procedure similar to that described in Example 60, except using a solution of 2-fluoro-4-trifluoromethylbenzoyl chloride (0.16 mmole) in THF and a solution of 2-amino-2-methyl-3-(4,6,7-trichloro-2H-indazol-2-yl)propionitrile (0.075 mmole, described in Example 147) in THF mixed with TEA (3% v./v.), the title compound was isolated as solid residue (13.9 mg). It was dissolved in DMSO for further biological evaluation and analyzed by LCMS. MS (ES): M/Z [M+H]=493, RT=0.75 min. Starting materials: C(C(=O)Cl)(=O)Cl (oxalyl chloride), CC1=C(N=C(O1)C1=CC=C(C(=O)O)C=C1)CS(=O)(=O)C1=CC=C(C=C1)C (4-(5-Methyl-4-{[(4-methylphenyl)sulfonyl]methyl}-1,3-oxazol-2-yl)benzoic Acid), N1=CC(=CC=C1)CCN (2-(3-pyridinyl)ethylamine). Product: CC1=C(N=C(O1)C1=CC=C(C(=O)NCCC=2C=NC=CC2)C=C1)CS(=O)(=O)C1=CC=C(C=C1)C (4-(5-Methyl-4-{[(4-methylphenyl)sulfonyl]methyl}-1,3-oxazol-2-yl)-N-[2-(3-pyridinyl)ethyl]benzamide). Isolated yield 81.0%. Reaction SMILES: C(Cl)(=O)C(Cl)=O.[CH3:7][C:8]1[O:12][C:11]([C:13]2[CH:21]=[CH:20][C:16]([C:17](O)=[O:18])=[CH:15][CH:14]=2)=[N:10][C:9]=1[CH2:22][S:23]([C:26]1[CH:31]=[CH:30][C:29]([CH3:32])=[CH:28][CH:27]=1)(=[O:25])=[O:24].[N:33]1[CH:38]=[CH:37][CH:36]=[C:35]([CH2:39][CH2:40][NH2:41])[CH:34]=1>>[CH3:7][C:8]1[O:12][C:11]([C:13]2[CH:21]=[CH:20][C:16]([C:17]([NH:41][CH2:40][CH2:39][C:35]3[CH:34]=[N:33][CH:38]=[CH:37][CH:36]=3)=[O:18])=[CH:15][CH:14]=2)=[N:10][C:9]=1[CH2:22][S:23]([C:26]1[CH:31]=[CH:30][C:29]([CH3:32])=[CH:28][CH:27]=1)(=[O:24])=[O:25]. Procedure: Reaction of oxalyl chloride (71 λL, 0.82 mmol) and benzoic acid 4 (202 mg, 0.54 mmol) with subsequent reaction with 2-(3-pyridinyl)ethylamine (71 λL, 0.59 mmol) gave benzamide 12 (208 mg, 81%) as a white powder: mp (EtOAc) 207-208° C.; 1H NMR δ 8.68 (t, J=5.6 Hz, 1H, CONH), 8.46 (d, J=1.7 Hz, 1H, H-2′), 8.41 (dd, J=4.7, 1.6 Hz, 1H, H-6′), 7.93 (dd, J=8.6, 2.0 Hz, 2H, H-2, H-6), 7.87 (dd, J=8.6, 2.0 Hz, 2H, H-3, H-5), 7.65-7.69 (m, 3H, H-4′, H-2″, H-6″), 7.42 (d, J=8.3 Hz, 2H, H-3″, H-5″), 7.31 (... Reactants: COCCOC1=C(C=CC=C1)S(=O)(=O)N=C=O (2-methoxyethoxy-phenylsulfonyl isocyanate), NC1=NC(=CC(=N1)Cl)OC (2-amino-4-chloro-6-methoxy-pyrimidine). The solvent is O1CCOCC1 (dioxane). Run at temperature 20 celsius, time 3 hour. Yields the product COCCOC1=C(C=CC=C1)S(=O)(=O)NC(=O)NC1=NC(=CC(=N1)Cl)OC (N-(2-Methoxyethoxy-phenylsulfonyl)-N'-(4-chloro-6-methoxy-pyrimidin-2-yl)urea). As a reaction SMILES: [CH3:1][O:2][CH2:3][CH2:4][O:5][C:6]1[CH:11]=[CH:10][CH:9]=[CH:8][C:7]=1[S:12]([N:15]=[C:16]=[O:17])(=[O:14])=[O:13].[NH2:18][C:19]1[N:24]=[C:23]([Cl:25])[CH:22]=[C:21]([O:26][CH3:27])[N:20]=1>O1CCOCC1>[CH3:1][O:2][CH2:3][CH2:4][O:5][C:6]1[CH:11]=[CH:10][CH:9]=[CH:8][C:7]=1[S:12]([NH:15][C:16]([NH:18][C:19]1[N:24]=[C:23]([Cl:25])[CH:22]=[C:21]([O:26][CH3:27])[N:20]=1)=[O:17])(=[O:14])=[O:13]. Procedure details: A mixture consisting of 5.15 g of 2-methoxyethoxy-phenylsulfonyl isocyanate, 3.2 g of 2-amino-4-chloro-6-methoxy-pyrimidine and 70 ml of absolute dioxane is stirred for 3 hours at a temperature of 60°-70° C. The reaction mixture is cooled to a temperature of 20° C., treated with activated carbon, filtrated and evaporated to 1/4 of the original volume. After addition of 50 ml ether to the residue, 5.6 g of N-(2-methoxyethoxy-phenylsulfonyl)-N'-(4-chloro-6-methoxy-pyrimidin-2-yl)urea are obtained ... As a reaction SMILES: [CH:2]([Mg+:3])([CH3:4])[CH3:5].[Cl-:1].[Cl-:23].[Cl:6][c:7]1[cH:8][c:9]2[c:15]([cH:16][n:17]1)[O:14][CH2:13][CH2:12][n:11]1[c:10]-2[n:20][c:19]([I:21])[c:18]1[I:22].[NH4+:24].[O:25]1[CH2:26][CH2:27][CH2:28][CH2:29]1>>[Cl:6][c:7]1[cH:8][c:9]2[c:15]([cH:16][n:17]1)[O:14][CH2:13][CH2:12][n:11]1[c:10]-2[n:20][c:19]([I:21])[cH:18]1. Starting materials: CC(C)[Mg+], [Cl-], [Cl-], Clc1cc2c(cn1)OCCn1c-2nc(I)c1I, [NH4+], C1CCOC1. Product: Clc1cc2c(cn1)OCCn1cc(I)nc1-2. Starting materials: [C@@H]1([C@@H](CCCC1)N)N (Trans-1,2-cyclohexanediamine), FC1=CC=C(C=C1)I (4-fluoro-1-iodobenzene), CC1=C(C=C2C=NNC2=C1)O (6-Methyl-1H-indazol-5-ol), [O-]P(=O)([O-])[O-].[K+].[K+].[K+] (K3PO4). The reagents and catalysts are [Cu]I (CuI). The solvent is O1CCOCC1 (dioxane), CCOC(=O)C (EtOAc). Product: FC1=CC=C(C=C1)N1N=CC2=CC(=C(C=C12)C)O (1-(4-fluorophenyl)-6-methyl-1H-indazol-5-ol). Yield: 38.0%. RXN SMILES: [CH3:1][C:2]1[CH:10]=[C:9]2[C:5]([CH:6]=[N:7][NH:8]2)=[CH:4][C:3]=1[OH:11].[C@@H]1(N)CCCC[C@H]1N.[O-]P([O-])([O-])=O.[K+].[K+].[K+].[F:28][C:29]1[CH:34]=[CH:33][C:32](I)=[CH:31][CH:30]=1>O1CCOCC1.CCOC(C)=O.[Cu]I>[F:28][C:29]1[CH:34]=[CH:33][C:32]([N:8]2[C:9]3[C:5](=[CH:4][C:3]([OH:11])=[C:2]([CH3:1])[CH:10]=3)[CH:6]=[N:7]2)=[CH:31][CH:30]=1 |f:2.3.4.5|. Procedure details: 6-Methyl-1H-indazol-5-ol (5.0 g, 33.7 mmol) was dissolved in 50 mL dry dioxane in a stainless steel pressure tube. Trans-1,2-cyclohexanediamine (2.0 mL, 17 mmol) was added followed by CuI (647 mg, 3.4 mmol) and then K3PO4 12.7 g, 60 mmol). After the addition of 4-fluoro-1-iodobenzene (3.9 mL, 33.7 mmol), the reactor was sealed and heated at 100 C for 24 h. The reactor was cooled and the contents were taken up in EtOAc, filtered through a SiO2 plug with EtOAc and concentrated in vacuo. The crude ... Starting materials: COC(OC)OC, Cc1ccc(S(=O)(=O)O)cc1, CO, ClCCl, CC(C)(C)OC(=O)C1CCC(=O)C1, O. Yields the product COC1(OC)CCC(C(=O)OC(C)(C)C)C1. As a reaction SMILES: [CH3:14][O:15][CH:16]([O:17][CH3:18])[O:19][CH3:20].[CH3:21][c:22]1[cH:23][cH:24][c:25]([S:26]([OH:27])(=[O:28])=[O:29])[cH:30][cH:31]1.[CH3:36][OH:37].[Cl:33][CH2:34][Cl:35].[O:1]=[C:2]1[CH2:3][CH:4]([C:7](=[O:8])[O:9][C:10]([CH3:11])([CH3:12])[CH3:13])[CH2:5][CH2:6]1.[OH2:32]>>[CH2:2]1[CH2:3][CH:4]([C:7](=[O:8])[O:9][C:10]([CH3:11])([CH3:12])[CH3:13])[CH2:5][C:16]1([O:17][CH3:18])[O:19][CH3:20]. Starting materials: C1(=CC=CC=C1)P(C1=CC=CC=C1)C1=CC=CC=C1 (triphenylphosphine), C(CC)C=1NC2=CC(=CC=C2C1)C(=O)OC (methyl 2-propylindole-6-carboxylate), COCC(=O)O (methoxyacetic acid), C(Cl)(Cl)(Cl)Cl (carbontetrachloride). Run in ClCCCl (1,2-dichloroethane), ClCCCl (1,2-dichloroethane). Product: COCC(=O)C1=C(NC2=CC(=CC=C12)C(=O)OC)CCC (methyl 3-methoxyacetyl-2-propylindole-6-carboxylate). Reaction SMILES: [CH2:1]([C:4]1[NH:5][C:6]2[C:11]([CH:12]=1)=[CH:10][CH:9]=[C:8]([C:13]([O:15][CH3:16])=[O:14])[CH:7]=2)[CH2:2][CH3:3].[CH3:17][O:18][CH2:19][C:20](O)=[O:21].C(Cl)(Cl)(Cl)Cl.C1(P(C2C=CC=CC=2)C2C=CC=CC=2)C=CC=CC=1>ClCCCl>[CH3:17][O:18][CH2:19][C:20]([C:12]1[C:11]2[C:6](=[CH:7][C:8]([C:13]([O:15][CH3:16])=[O:14])=[CH:9][CH:10]=2)[NH:5][C:4]=1[CH2:1][CH2:2][CH3:3])=[O:21]. Reported procedure: To a mixture of methyl 2-propylindole-6-carboxylate (10 g), methoxyacetic acid (4.6 ml) and carbontetrachloride (13.4 ml) in 1,2-dichloroethane (45 ml) was added slowly triphenylphosphine (16.7 g) in 1,2-dichloroethane (30 ml) over 1 hour under reflux, and the resulting mixture was heated under reflux for additional 8 hours. After evaporation of solvent, the residue was chromatographed on silica gel eluting with a mixture of hexane and ethyl acetate (1:1) and triturated with diethyl ether to giv...